From a dataset of the Open Reaction Database (ORD), a public repository of structured organic reaction records. describe an organic reaction: reactants, conditions, products, and yield Reactants: C1(=CC=CC=C1)S(=O)(=O)N1C(=C(C=2C1=NC=CC2)C2=CN=C(C1=CN=CC=C21)N)C (4-(1-benzenesulfonyl-2-methyl-1H-pyrrolo[2,3-b]pyridin-3-yl)-2,7-naphthyridin-1-ylamine), C([O-])([O-])=O.[Cs+].[Cs+] (caesium carbonate). Run in C1CCOC1.C(C(F)(F)F)O (THF trifluoroethanol). Product: CC1=C(C=2C(=NC=CC2)N1)C1=CN=C(C2=CN=CC=C12)N (4-(2-methyl-1H-pyrrolo[2,3-b]pyridin-3-yl)-2,7-naphthyridin-1-ylamine). Yield: 80.0%. Reaction SMILES: C1(S([N:10]2[C:14]3=[N:15][CH:16]=[CH:17][CH:18]=[C:13]3[C:12]([C:19]3[C:28]4[C:23](=[CH:24][N:25]=[CH:26][CH:27]=4)[C:22]([NH2:29])=[N:21][CH:20]=3)=[C:11]2[CH3:30])(=O)=O)C=CC=CC=1.C(=O)([O-])[O-].[Cs+].[Cs+]>C1COCC1.C(O)C(F)(F)F>[CH3:30][C:11]1[NH:10][C:14]2=[N:15][CH:16]=[CH:17][CH:18]=[C:13]2[C:12]=1[C:19]1[C:28]2[C:23](=[CH:24][N:25]=[CH:26][CH:27]=2)[C:22]([NH2:29])=[N:21][CH:20]=1 |f:1.2.3,4.5|. Procedure details: A mixture of 23 g of 4-(1-benzenesulfonyl-2-methyl-1H-pyrrolo[2,3-b]pyridin-3-yl)-2,7-naphthyridin-1-ylamine and 26 g of caesium carbonate in 400 ml of THF/trifluoroethanol (1:1 vol) is heated under reflux for 20 h. The mixture is cooled, the solvent is removed, and the product is purified by means of flash chromatography over 220 g of silica with a methanol gradient in ethyl acetate with 150 ml/min with UV detection at 254 nm, giving 12.2 g of 4-(2-methyl-1H-pyrrolo[2,3-b]pyridin-3-yl)-2,7-naph... Starting materials: CC1=CC=C(C=C1)C=C1CSCC(C1=O)=CC1=CC=C(C=C1)C (tetrahydro-3,5-bis-(4-methylphenylmethylene)-4H-thiopyran-4-one), NC=1SCCN1 (2-amino-2-thiazoline). Solvent: CC(=O)C (acetone), CC(=O)C (acetone). The product is S1C(=NCC1)NC1(C(CSCC1=CC1=CC=C(C=C1)C)=CC1=CC=C(C=C1)C)O (4-[(4,5-Dihydro-2-thiazolyl)amino]tetrahydro-3,5-bis[(4-methylphenyl)methylene]thiopyran-4-ol). RXN SMILES: [CH3:1][C:2]1[CH:7]=[CH:6][C:5]([CH:8]=[C:9]2[C:14](=[O:15])[C:13](=[CH:16][C:17]3[CH:22]=[CH:21][C:20]([CH3:23])=[CH:19][CH:18]=3)[CH2:12][S:11][CH2:10]2)=[CH:4][CH:3]=1.[NH2:24][C:25]1[S:26][CH2:27][CH2:28][N:29]=1>CC(C)=O>[S:26]1[CH2:27][CH2:28][N:29]=[C:25]1[NH:24][C:14]1([OH:15])[C:9](=[CH:8][C:5]2[CH:4]=[CH:3][C:2]([CH3:1])=[CH:7][CH:6]=2)[CH2:10][S:11][CH2:12][C:13]1=[CH:16][C:17]1[CH:18]=[CH:19][C:20]([CH3:23])=[CH:21][CH:22]=1. Procedure: To a stirred suspension of tetrahydro-3,5-bis-(4-methylphenylmethylene)-4H-thiopyran-4-one (5 gm; 15.6 mmole) in acetone (150 ml) is added a freshly filtered solution of 2-amino-2-thiazoline (1.9 gm, 18.6 mmole) in acetone (100 ml). Reported procedure: n.m.r δ values include 1.47 (t, 2.9 H), 4.04 (s, 0.8 H), 4.50 (q, 1.46 H), 7.67 (t, 1 H), 7.97-7.99 (m, 2 H), 8.10-8.16 (m, 1 H), 8.29 (d, 1 H), 8.43-8.48 (m, 1 H), 8.86-8.87 (m, 1 H); from 2-bromo-6-pyridine-carboxylic acid ethyl ester (1.2 g) in toluene (20 mL), tetrakis(triphenylphosphine) palladium(0) (181 mg), 2 M aqueous sodium carbonate (3.3 mL) , and 3-nitrophenylboronic acid (1.0 g) in methanol (5 mL). The solvent is CO (methanol). Product: COC=1C=C(C=CC1)C=1C=C(C(=O)OC)C=CC1 (Methyl 3-(3-methoxyphenyl)-benzoate). Reagents/catalysts: [Pd].C1(=CC=CC=C1)P(C1=CC=CC=C1)C1=CC=CC=C1.C1(=CC=CC=C1)P(C1=CC=CC=C1)C1=CC=CC=C1.C1(=CC=CC=C1)P(C1=CC=CC=C1)C1=CC=CC=C1.C1(=CC=CC=C1)P(C1=CC=CC=C1)C1=CC=CC=C1 (tetrakis(triphenylphosphine) palladium(0)). Reactants: C(C)OC(=O)C1=CC=CC(=N1)Br (2-bromo-6-pyridine-carboxylic acid ethyl ester), C1(=CC=CC=C1)C (toluene), C([O-])([O-])=O.[Na+].[Na+] (sodium carbonate), [N+](=O)([O-])C=1C=C(C=CC1)B(O)O (3-nitrophenylboronic acid). As a reaction SMILES: [CH2:1]([O:3][C:4]([C:6]1N=[C:10](Br)[CH:9]=[CH:8][CH:7]=1)=[O:5])C.[C:13](=[O:16])([O-])[O-].[Na+].[Na+].[N+](C1C=[C:24](B(O)O)[CH:25]=[CH:26][CH:27]=1)([O-])=O.[C:31]1(C)[CH:36]=CC=C[CH:32]=1>CO.[Pd].C1(P(C2C=CC=CC=2)C2C=CC=CC=2)C=CC=CC=1.C1(P(C2C=CC=CC=2)C2C=CC=CC=2)C=CC=CC=1.C1(P(C2C=CC=CC=2)C2C=CC=CC=2)C=CC=CC=1.C1(P(C2C=CC=CC=2)C2C=CC=CC=2)C=CC=CC=1>[CH3:13][O:16][C:26]1[CH:27]=[C:9]([C:8]2[CH:7]=[C:6]([CH:32]=[CH:31][CH:36]=2)[C:4]([O:3][CH3:1])=[O:5])[CH:10]=[CH:24][CH:25]=1 |f:1.2.3,7.8.9.10.11|. Reactants: CCCC[Sn](CCCC)(CCCC)c1ccccc1, Cc1ccccc1, Clc1nsnc1Cl, c1ccc(P(c2ccccc2)(c2ccccc2)[Pd](P(c2ccccc2)(c2ccccc2)c2ccccc2)(P(c2ccccc2)(c2ccccc2)c2ccccc2)P(c2ccccc2)(c2ccccc2)c2ccccc2)cc1. Reaction SMILES: [CH2:1]([Sn:2]([CH2:3][CH2:4][CH2:5][CH3:12])([c:6]1[cH:7][cH:8][cH:9][cH:10][cH:11]1)[CH2:13][CH2:14][CH2:15][CH3:16])[CH2:17][CH2:18][CH3:19].[CH3:27][c:28]1[cH:29][cH:30][cH:31][cH:32][cH:33]1.[Cl:20][c:21]1[n:22][s:23][n:24][c:25]1[Cl:26].[cH:34]1[cH:35][cH:36][c:37]([P:38]([Pd:39]([P:40]([c:41]2[cH:42][cH:43][cH:44][cH:45][cH:46]2)([c:47]2[cH:48][cH:49][cH:50][cH:51][cH:52]2)[c:53]2[cH:54][cH:55][cH:56][cH:57][cH:58]2)([P:59]([c:60]2[cH:61][cH:62][cH:63][cH:64][cH:65]2)([c:66]2[cH:67][cH:68][cH:69][cH:70][cH:71]2)[c:72]2[cH:73][cH:74][cH:75][cH:76][cH:77]2)[P:78]([c:79]2[cH:80][cH:81][cH:82][cH:83][cH:84]2)([c:85]2[cH:86][cH:87][cH:88][cH:89][cH:90]2)[c:91]2[cH:92][cH:93][cH:94][cH:95][cH:96]2)([c:97]2[cH:98][cH:99][cH:100][cH:101][cH:102]2)[c:103]2[cH:104][cH:105][cH:106][cH:107][cH:108]2)[cH:109][cH:110]1>>[c:6]1(-[c:25]2[c:21]([Cl:20])[n:22][s:23][n:24]2)[cH:7][cH:8][cH:9][cH:10][cH:11]1. The product is Clc1nsnc1-c1ccccc1. The reactants are c1ccc(CN2CCCC(Nc3ccc4[nH]ncc4c3)C2)cc1, CCO, O=C[O-], [NH4+]. The product is c1cc2[nH]ncc2cc1NC1CCCNC1. Reaction SMILES: [CH2:1]([c:2]1[cH:3][cH:4][cH:5][cH:6][cH:7]1)[N:8]1[CH2:9][CH:10]([NH:14][c:15]2[cH:16][c:17]3[cH:18][n:19][nH:20][c:21]3[cH:22][cH:23]2)[CH2:11][CH2:12][CH2:13]1.[CH3:28][CH2:29][OH:30].[CH:24]([O-:25])=[O:26].[NH4+:27]>>[NH:8]1[CH2:9][CH:10]([NH:14][c:15]2[cH:16][c:17]3[cH:18][n:19][nH:20][c:21]3[cH:22][cH:23]2)[CH2:11][CH2:12][CH2:13]1.